This data is from the Open Reaction Database (ORD), a public repository of structured organic reaction records. The task is: describe an organic reaction: reactants, conditions, products, and yield Starting materials: C(=O)(OC(C)(C)C)N([C@H](CC1=CC=CC=C1)C(=O)O)C (N-BOC-N-methyl-(D)-phenylalanine), [N+](=[N-])=C (diazomethane). Solvent: C(Cl)Cl (methylenchoride), CCOCC (ether). Conditions: temperature 0 celsius. Product: COC([C@H](N(C)C(=O)OC(C)(C)C)CC1=CC=CC=C1)=O (N-BOC-N-methyl-(D)-phenylalanine methyl ester). As a reaction SMILES: [C:1]([N:8]([CH3:20])[C@@H:9]([C:17]([OH:19])=[O:18])[CH2:10][C:11]1[CH:16]=[CH:15][CH:14]=[CH:13][CH:12]=1)([O:3][C:4]([CH3:7])([CH3:6])[CH3:5])=[O:2].[N+](=[CH2:23])=[N-]>C(Cl)Cl.CCOCC>[CH3:23][O:18][C:17](=[O:19])[C@@H:9]([CH2:10][C:11]1[CH:12]=[CH:13][CH:14]=[CH:15][CH:16]=1)[N:8]([C:1]([O:3][C:4]([CH3:5])([CH3:7])[CH3:6])=[O:2])[CH3:20]. Procedure: A stirred solution of N-BOC-N-methyl-(D)-phenylalanine (3 g, 10.5 mmol) in methylenchoride (25 ml) is treated at 0° C. with slight excess of diazomethane in ether (25 ml). The reaction mixture is stirred at 0° C. and concentrated in vacuo to give N-BOC-N-methyl-(D)-phenylalanine methyl ester as a colorless oil. The above crude material is dissolved in a mixture of trifluoroacetic acid (8 ml) and ethanedithiol (2 ml) and stirred under nitrogen at r.t. for 1 hour. A 4M solution of hydrogen chlorid...